Dataset: the Open Reaction Database (ORD), a public repository of structured organic reaction records. Task: describe an organic reaction: reactants, conditions, products, and yield Starting materials: O (water), O1OOCCC1 (trioxane), NC1=C(C=CC=C1)C1=CC=CC=C1 (2-aminobiphenyl), C(C)(=O)O[BH-](OC(C)=O)OC(C)=O.[Na+] (Sodium triacetoxyborohydride). Run in ClCCl (dichloromethane). Yields the product C1(=C(C=CC=C1)NC1CCC2(OCC(OO2)C(=C)C2=CC=CC=C2)CC1)C1=CC=CC=C1 (Biphenyl-2-yl-[3-(1-Phenyl-Vinyl)-1,2,5-Trioxa-Spiro[5.5]undec-9-yl]Amine). Yield: 21.8%. As a reaction SMILES: O1[CH2:6][CH2:5][CH2:4][O:3][O:2]1.[NH2:7][C:8]1[CH:13]=[CH:12][CH:11]=[CH:10][C:9]=1[C:14]1[CH:19]=[CH:18][CH:17]=[CH:16][CH:15]=1.C(O[BH-](O[C:30](=[O:32])[CH3:31])OC(=O)C)(=O)C.[Na+].O>ClCCl>[C:9]1([C:14]2[CH:15]=[CH:16][CH:17]=[CH:18][CH:19]=2)[CH:10]=[CH:11][CH:12]=[CH:13][C:8]=1[NH:7][CH:18]1[CH2:6][CH2:5][C:4]2([O:3][O:2][CH:31]([C:14]([C:9]3[CH:10]=[CH:11][CH:12]=[CH:13][CH:8]=3)=[CH2:15])[CH2:30][O:32]2)[CH2:16][CH2:17]1 |f:2.3|. Procedure details: To mixture of trioxane 3a (0.50 g, 1.82 mmol) and 2-aminobiphenyl (0.38 g, 2.27 mmol) in dichloromethane (20 ml) acetic acid was added (1 ml) and reaction mixture was stirred at room temp for half an hour. Sodium triacetoxyborohydride (0.58 g, 2.73 mmol) was added slowly and it was stirred for 3 h at room temperature. The reaction mixture was then poured into water and extracted with CH2Cl2 (2×20 ml). Combined organic layer was dried over anhyd. Na2SO4, concentrated under vacuum and crude produc... RXN SMILES: [ClH:1].[C:2]([C:5]1[S:20][C:8]2[S:9][CH2:10][C:11](=[O:19])[N:12]([CH2:13][C:14]([O:16]CC)=[O:15])[C:7]=2[CH:6]=1)(=[NH:4])[NH2:3].[CH]Cl>>[ClH:1].[C:2]([C:5]1[S:20][C:8]2[S:9][CH2:10][C:11](=[O:19])[N:12]([CH2:13][C:14]([OH:16])=[O:15])[C:7]=2[CH:6]=1)(=[NH:3])[NH2:4] |f:0.1,3.4,^3:20|. The reactants are Cl.C(N)(=N)C1=CC2=C(SCC(N2CC(=O)OCC)=O)S1 (6-amidino-1-ethoxycarbonylmethyl-2,3-dihydro-2-oxo-1H-thieno[2,3-b][1,4]thiazine hydrochloride), [CH]Cl (cHCl). Reported procedure: A mixture of 6-amidino-1-ethoxycarbonylmethyl-2,3-dihydro-2-oxo-1H-thieno[2,3-b][1,4]thiazine hydrochloride (0.15 g) and cHCl (1.5 ml) was stirred at 80° C. for 7 hours. The reaction mixture was evaporated in vacuo. The resulting oil was dissolved with water, and lyophilized to give 6-amidino-1-carboxymethyl-2,3-dihydro-2-oxo-1H-thieno[2,3-b]-[1,4]thiazine hydrochloride (90.6 mg). Conditions: temperature 80 celsius, time 7 hour. The product is Cl.C(N)(=N)C1=CC2=C(SCC(N2CC(=O)O)=O)S1 (6-amidino-1-carboxymethyl-2,3-dihydro-2-oxo-1H-thieno[2,3-b]-[1,4]thiazine hydrochloride). Yield: 65.9%. The reactants are CI (methyl iodide), ClC1=NC=CC(=C1)OC=1C=C(C(=O)O)C=CC1C (3-(2-chloro-pyridin-4-yloxy)-4-methyl-benzoic acid), C([O-])([O-])=O.[K+].[K+] (potassium carbonate). Run in CN(C=O)C (N,N-dimethylformamide). Run at time 8 hour. Yields the product ClC1=NC=CC(=C1)OC=1C=C(C(=O)OC)C=CC1C (Methyl 3-(2-chloro-pyridin-4-yloxy)-4-methyl-benzoate). RXN SMILES: CI.[Cl:3][C:4]1[CH:9]=[C:8]([O:10][C:11]2[CH:12]=[C:13]([CH:17]=[CH:18][C:19]=2[CH3:20])[C:14]([OH:16])=[O:15])[CH:7]=[CH:6][N:5]=1.[C:21](=O)([O-])[O-].[K+].[K+]>CN(C)C=O>[Cl:3][C:4]1[CH:9]=[C:8]([O:10][C:11]2[CH:12]=[C:13]([CH:17]=[CH:18][C:19]=2[CH3:20])[C:14]([O:16][CH3:21])=[O:15])[CH:7]=[CH:6][N:5]=1 |f:2.3.4|. Procedure details: At ambient temperature 1.6 ml methyl iodide are added to a mixture of 6.21 g 3-(2-chloro-pyridin-4-yloxy)-4-methyl-benzoic acid, 4.88 g potassium carbonate to and 30 ml N,N-dimethylformamide. The mixture is stirred overnight at ambient temperature. Then the mixture is added to ice-cold water, and the precipitate is filtered off and dried at 45° C. Reactants: O=C([O-])[O-], CN(C)C=O, Cl, [K+], [K+], O=Cc1cccc(O)c1, ClCc1ccccn1. Yields the product O=Cc1cccc(OCc2ccccn2)c1. Reaction SMILES: [C:10](=[O:11])([O-:12])[O-:13].[CH3:25][N:26]([CH3:27])[CH:28]=[O:29].[ClH:16].[K+:14].[K+:15].[OH:1][c:2]1[cH:3][c:4]([CH:5]=[O:6])[cH:7][cH:8][cH:9]1.[c:17]1([CH2:23][Cl:24])[cH:18][cH:19][cH:20][cH:21][n:22]1>>[O:1]([c:2]1[cH:3][c:4]([CH:5]=[O:6])[cH:7][cH:8][cH:9]1)[CH2:23][c:17]1[cH:18][cH:19][cH:20][cH:21][n:22]1. Reactants: O=[N+]([O-])c1cc(Br)ccc1-c1ccc(Br)cc1[N+](=O)[O-], C[O-], CO, CC#N, CO, [Na+], CN(C)C=O. Yields the product COc1cc(Br)ccc1-c1ccc(Br)cc1[N+](=O)[O-]. RXN SMILES: [Br:1][c:2]1[cH:3][c:4]([N+:18]([O-:19])=[O:20])[c:5](-[c:8]2[c:9]([N+:15](=[O:16])[O-:17])[cH:10][c:11]([Br:14])[cH:12][cH:13]2)[cH:6][cH:7]1.[CH3:21][O-:22].[CH3:24][OH:25].[CH3:26][C:27]#[N:28].[CH3:29][OH:30].[Na+:23].[O:31]=[CH:32][N:33]([CH3:34])[CH3:35]>>[Br:1][c:2]1[cH:3][c:4]([O:22][CH3:21])[c:5](-[c:8]2[c:9]([N+:15](=[O:16])[O-:17])[cH:10][c:11]([Br:14])[cH:12][cH:13]2)[cH:6][cH:7]1. The reactants are C(C1=CC=CC=C1)(=O)N1CC2=C(N=NC(=C2)Cl)CC1 (6-benzoyl-3-chloro-5,6,7,8-tetrahydropyrido[4,3-c]pyridazine), O.NN (hydrazine hydrate). The product is C(C1=CC=CC=C1)(=O)N1CC2=C(N=NC(=C2)NN)CC1 (6-Benzoyl-3-hydrazino-5,6,7,8-tetrahydropyrido[4,3-c]pyridazine). As a reaction SMILES: [C:1]([N:9]1[CH2:19][CH2:18][C:12]2[N:13]=[N:14][C:15](Cl)=[CH:16][C:11]=2[CH2:10]1)(=[O:8])[C:2]1[CH:7]=[CH:6][CH:5]=[CH:4][CH:3]=1.O.[NH2:21][NH2:22]>>[C:1]([N:9]1[CH2:19][CH2:18][C:12]2[N:13]=[N:14][C:15]([NH:21][NH2:22])=[CH:16][C:11]=2[CH2:10]1)(=[O:8])[C:2]1[CH:7]=[CH:6][CH:5]=[CH:4][CH:3]=1 |f:1.2|. Procedure details: A suspension of 21.6 g of 6-benzoyl-3-chloro-5,6,7,8-tetrahydropyrido[4,3-c]pyridazine in 80 cc of hydrazine hydrate is boiled at reflux at an oil bath temperature of 110° for 1 hour. After a reaction time of approximately 15 minutes the material dissolves completely. The crude title compound resulting after cooling the mixture, is washed with a small amount of absolute ethanol and dissolved in 60 cc of dimethyl formamide. 60 cc of absolute ethanol are added to the solution, whereupon the title ... Reactants: FC1=C(C(=O)N)C(=CC(=C1)F)NC=1C2=C(N=C(N1)NC1=C(C=C(C=C1)N1CCN(CC1)C(C)C)OC)N(C=C2)S(=O)(=O)C2=CC=C(C=C2)C (2,4-difluoro-6-({2-{[4-[4-(1-methylethyl)-1-piperazinyl]-2-(methyloxy)phenyl]amino}-7-[(4-methylphenyl)sulfonyl]-7H-pyrrolo[2,3-d]pyrimidin-4-yl}amino)benzamide), [OH-].[K+] (potassium hydroxide), 80C. Procedure details: To a solution of 2,4-difluoro-6-({2-{[4-[4-(1-methylethyl)-1-piperazinyl]-2-(methyloxy)phenyl]amino}-7-[(4-methylphenyl)sulfonyl]-7H-pyrrolo[2,3-d]pyrimidin-4-yl}amino)benzamide (1.5 g, 2.17 mmols) in 1,4-dioxane (100 ml) and 2-propanol (2 ml) was added 1.0M potassium hydroxide (21 ml, 21.7 mmol) and the reaction was heated at 80C overnight. The resulting solution was diluted with ethyl acetate, washed with water, adsorbed onto silica gel and purified by LC (DCM to 10% MeOH/DCM) to afford 2,4-di... As a reaction SMILES: [F:1][C:2]1[CH:10]=[C:9]([F:11])[CH:8]=[C:7]([NH:12][C:13]2[C:14]3[CH:39]=[CH:38][N:37](S(C4C=CC(C)=CC=4)(=O)=O)[C:15]=3[N:16]=[C:17]([NH:19][C:20]3[CH:25]=[CH:24][C:23]([N:26]4[CH2:31][CH2:30][N:29]([CH:32]([CH3:34])[CH3:33])[CH2:28][CH2:27]4)=[CH:22][C:21]=3[O:35][CH3:36])[N:18]=2)[C:3]=1[C:4]([NH2:6])=[O:5].[OH-].[K+]>O1CCOCC1.CC(O)C.C(OCC)(=O)C>[F:1][C:2]1[CH:10]=[C:9]([F:11])[CH:8]=[C:7]([NH:12][C:13]2[N:18]=[C:17]([NH:19][C:20]3[CH:25]=[CH:24][C:23]([N:26]4[CH2:27][CH2:28][N:29]([CH:32]([CH3:33])[CH3:34])[CH2:30][CH2:31]4)=[CH:22][C:21]=3[O:35][CH3:36])[NH:16][C:15]3=[N:37][CH:38]=[CH:39][C:14]=23)[C:3]=1[C:4]([NH2:6])=[O:5] |f:1.2|. Yield: 85.9%. The product is FC1=C(C(=O)N)C(=CC(=C1)F)NC1=C2C(NC(=N1)NC1=C(C=C(C=C1)N1CCN(CC1)C(C)C)OC)=NC=C2 (2,4-difluoro-6-[(2-{[4-[4-(1-methylethyl)-1-piperazinyl]-2-(methyloxy)phenyl]amino}-1H-pyrrolo[2,3-d]pyrimidin-4-yl)amino]benzamide). The solvent is O1CCOCC1 (1,4-dioxane), CC(C)O (2-propanol), C(C)(=O)OCC (ethyl acetate).